Dataset: the Open Reaction Database (ORD), a public repository of structured organic reaction records. Task: describe an organic reaction: reactants, conditions, products, and yield Product: OC1=CC=CC2=C1N(C1=C2C2=C(C=3C4=CC=CC(=C4NC13)O)C(N(C2=O)CO)=O)[C@]2([C@](O)([C@@](O)([C@](O)([C@H](O2)CO)C(C)=O)C(C)=O)C(C)=O)C(C)=O (12,13-dihydro-1,11-dihydroxy-6-hydroxymethyl-13-(tetraacetyl-β-D-glucopyranosyl)-5H-indolo[2,3-a]pyrrolo[3,4-c]carbazole-5,7(6H)-dione). As a reaction SMILES: C([O:8][CH2:9][N:10]1[C:25](=[O:26])[C:24]2[C:23]3[C:22]4[C:17](=[C:18]([O:27]CC5C=CC=CC=5)[CH:19]=[CH:20][CH:21]=4)[NH:16][C:15]=3[C:14]3[N:35]([C@:50]4([C:70](=[O:72])[CH3:71])[O:58][C@H:57]([CH2:59][OH:60])[C@@:55]([C:61](=[O:63])[CH3:62])([OH:56])[C@:53]([C:64](=[O:66])[CH3:65])([OH:54])[C@@:51]4([C:67](=[O:69])[CH3:68])[OH:52])[C:36]4[C:37]([O:42]CC5C=CC=CC=5)=[CH:38][CH:39]=[CH:40][C:41]=4[C:13]=3[C:12]=2[C:11]1=[O:73])C1C=CC=CC=1.C(OCC)(=O)C>[C].[Pd].C(O)C>[OH:42][C:37]1[C:36]2[N:35]([C@:50]3([C:70](=[O:72])[CH3:71])[O:58][C@H:57]([CH2:59][OH:60])[C@@:55]([C:61](=[O:63])[CH3:62])([OH:56])[C@:53]([C:64](=[O:66])[CH3:65])([OH:54])[C@@:51]3([C:67](=[O:69])[CH3:68])[OH:52])[C:14]3[C:15]4[NH:16][C:17]5[C:22](=[CH:21][CH:20]=[CH:19][C:18]=5[OH:27])[C:23]=4[C:24]4[C:25](=[O:26])[N:10]([CH2:9][OH:8])[C:11](=[O:73])[C:12]=4[C:13]=3[C:41]=2[CH:40]=[CH:39][CH:38]=1 |f:2.3|. Procedure: To 4.5 mg of 6-benzyloxymethyl-1,11-dibenzyloxy-12,13-dihydro-13-(tetraacetyl-β-D-glucopyranosyl)-5H-indolo[2,3-a]pyrrolo[3,4-c]carbazole-5,7(6H )-dione were added 1.5 ml of ethyl acetate and 9 ml of ethanol to make a solution, and the solution was subjected to hydrogenation reaction in the presence of palladium-carbon catalyst (two medical spoonsful) for 3 hours. After the reaction, the palladium-carbon was removed by filtration and washed with methanol and tetrahydrofuran. The filtrate and the... Yield: 57.7%. Reagents/catalysts: [C].[Pd] (palladium-carbon). The solvent is C(C)O (ethanol). The reactants are C(C1=CC=CC=C1)OCN1C(C=2C3=C(C=4NC5=C(C=CC=C5C4C2C1=O)OCC1=CC=CC=C1)N(C=1C(=CC=CC13)OCC1=CC=CC=C1)[C@]1([C@](O)([C@@](O)([C@](O)([C@H](O1)CO)C(C)=O)C(C)=O)C(C)=O)C(C)=O)=O (6-benzyloxymethyl-1,11-dibenzyloxy-12,13-dihydro-13-(tetraacetyl-β-D-glucopyranosyl)-5H-indolo[2,3-a]pyrrolo[3,4-c]carbazole-5,7(6H )-dione), C(C)(=O)OCC (ethyl acetate). Starting materials: C(C)OC(=O)C=1NC=2C[C@H]3[C@@H](C2C1)[C@H]3C ((1S,1aS,5aR)-1-methyl-1a,4,5,5a-tetrahydro-1H-4-aza-cyclopropa[α]pentalene-3-carboxylic acid ethyl ester), [OH-].[Na+] (sodium hydroxide). Yields the product C[C@@H]1[C@H]2[C@@H]1CC=1NC(=CC21)C(=O)O ((1S,1aS,5aR)-1-methyl-1a,4,5,5a-tetrahydro-1H-4-aza-cyclopropa[α]pentalene-3-carboxylic acid). As a reaction SMILES: C([O:3][C:4]([C:6]1[NH:7][C:8]2[CH2:9][C@@H:10]3[C@H:14]([CH3:15])[C@@H:11]3[C:12]=2[CH:13]=1)=[O:5])C.[OH-].[Na+]>>[CH3:15][C@H:14]1[C@H:10]2[CH2:9][C:8]3[NH:7][C:6]([C:4]([OH:5])=[O:3])=[CH:13][C:12]=3[C@@H:11]12 |f:1.2|. Procedure details: The title compound was synthesized from ±(1S,1aS,5aR)-1-methyl-1a,4,5,5a-tetrahydro-1H-4-aza-cyclopropa[α]pentalene-3-carboxylic acid ethyl ester (0.12 g, 0.585 mmol) and sodium hydroxide (1.5M, 3.1 mL) according to General Procedure 7 to afford the title compound. LC-MS: MS m/z: 178 (M+1). Starting materials: C(C)(=O)OC1=C(C=C(C=C1)C)C(C=C)C (4-methyl-2-(1-methyl-2-propenyl)-phenyl acetate), S(O)(O)(=O)=O (sulphuric acid), I(=O)(=O)(=O)[O-].[Na+] (sodium periodate), CO (methanol). The reagents and catalysts are [Os](=O)(=O)(=O)=O (osmium tetroxide), [O-2].[O-2].[O-2].[Cr+6] (chromium trioxide). Solvent: O1CCOCC1 (dioxane), O (water), O (water), O (water). Conditions: time 30 minute. Yields the product COC(C(C)C1=C(C=CC(=C1)C)O)=O (2-(2-hydroxy-5-methylphenyl)-propionic acid methyl ester). RXN SMILES: C([O:4][C:5]1[CH:10]=[CH:9][C:8]([CH3:11])=[CH:7][C:6]=1[CH:12]([CH3:15])[CH:13]=C)(=O)C.I([O-])(=O)(=O)=[O:17].[Na+].S(=O)(=O)(O)O.[CH3:27][OH:28]>O1CCOCC1.O.[Os](=O)(=O)(=O)=O.[O-2].[O-2].[O-2].[Cr+6]>[CH3:27][O:28][C:13](=[O:17])[CH:12]([C:6]1[CH:7]=[C:8]([CH3:11])[CH:9]=[CH:10][C:5]=1[OH:4])[CH3:15] |f:1.2,8.9.10.11|. Procedure details: A mixture of 20.4 g (0.1 mole) of 4-methyl-2-(1-methyl-2-propenyl)-phenyl acetate and 100 mg (0.4 mmole) of osmium tetroxide in 300 ml of dioxane and 100 ml of water is stirred at room temperature for 30 minutes, then, in the course of 30 minutes, 42.8 g (0.2 mole) of sodium periodate are added in portions and the mixture is subsequently stirred for one hour. The resulting precipitate is filtered off and then washed with dioxane/water (1:1). The aqueous-organic phase is concentrated in vacuo to ... The reactants are CC(=O)NCC1CN(c2ccc3c(c2)CCN(C(=O)OCc2ccccc2)C3)C(=O)O1, C1CCOC1, CO. Yields the product CC(=O)NCC1CN(c2ccc3c(c2)CCNC3)C(=O)O1. As a reaction SMILES: [C:1]([CH3:2])(=[O:3])[NH:4][CH2:5][CH:6]1[CH2:7][N:8]([c:12]2[cH:13][c:14]3[c:19]([cH:20][cH:21]2)[CH2:18][N:17]([C:22]([O:23][CH2:24][c:25]2[cH:26][cH:27][cH:28][cH:29][cH:30]2)=[O:31])[CH2:16][CH2:15]3)[C:9](=[O:11])[O:10]1.[CH2:34]1[O:35][CH2:36][CH2:37][CH2:38]1.[CH3:32][OH:33]>>[C:1]([CH3:2])(=[O:3])[NH:4][CH2:5][CH:6]1[CH2:7][N:8]([c:12]2[cH:13][c:14]3[c:19]([cH:20][cH:21]2)[CH2:18][NH:17][CH2:16][CH2:15]3)[C:9](=[O:11])[O:10]1. As a reaction SMILES: [F:1][C:2]([c:3]1[cH:4][c:5]([OH:10])[cH:6][c:7]([OH:9])[n:8]1)([F:11])[F:12].[OH:13][N+:14]([O-:15])=[O:16].[S:17](=[O:18])(=[O:19])([OH:20])[OH:21]>>[F:1][C:2]([c:3]1[cH:4][c:5]([OH:10])[c:6]([N+:14](=[O:13])[O-:15])[c:7]([OH:9])[n:8]1)([F:11])[F:12]. Product: O=[N+]([O-])c1c(O)cc(C(F)(F)F)nc1O. Reactants: Oc1cc(O)nc(C(F)(F)F)c1, O=[N+]([O-])O, O=S(=O)(O)O. Reactants: [N+](=O)([O-])C1=CC2=C(CCN(CC2)CC=2OC3=C(C2)C=C(C=C3)[N+](=O)[O-])C=C1 (7-Nitro-3-(5-nitrobenzofur-2-ylmethyl)-1,2,4,5-tetrahydro-3H-3-benzazepine). Reagents/catalysts: [Pd] (Pd/C). Solvent: C(C)O (ethanol). Product: NC1=CC2=C(CCN(CC2)CC=2OC3=C(C2)C=C(C=C3)N)C=C1 (7-Amino-3-(5-aminobenzofur-2-ylmethyl)-1,2,4,5-tetrahydro-3H-3-benzazepine). Reaction SMILES: [N+:1]([C:4]1[CH:27]=[CH:26][C:7]2[CH2:8][CH2:9][N:10]([CH2:13][C:14]3[O:15][C:16]4[CH:22]=[CH:21][C:20]([N+:23]([O-])=O)=[CH:19][C:17]=4[CH:18]=3)[CH2:11][CH2:12][C:6]=2[CH:5]=1)([O-])=O>[Pd].C(O)C>[NH2:1][C:4]1[CH:27]=[CH:26][C:7]2[CH2:8][CH2:9][N:10]([CH2:13][C:14]3[O:15][C:16]4[CH:22]=[CH:21][C:20]([NH2:23])=[CH:19][C:17]=4[CH:18]=3)[CH2:11][CH2:12][C:6]=2[CH:5]=1. Procedure details: 7-Nitro-3-(5-nitrobenzofur-2-ylmethyl)-1,2,4,5-tetrahydro-3H-3-benzazepine (0.74 g) was stirred at room temperature under a hydrogen atmosphere [344.7 kPa (50 p.s.i.)] in an ethanol solution containing 5% Pd/C for 2 hours. The catalyst was then removed by filtration and the filtrate evaporated in vacuo to give the title compound as a foam which was used without further purification, yield 0.58 g. Starting materials: C1(=CC=CC=C1)S(=O)(=O)N1C=C(C2=CC=CC(=C12)F)C1=CC=C(S1)C=O (5-(1-benzenesulfonyl-7-fluoroindol-3-yl)-thiophene-2-carboxaldehyde), N1CCCC1 (pyrrolidine), C(#N)[BH3-].[Na+] (sodium cyanoborohydride). Reagents/catalysts: C(C)(=O)O (acetic acid). Conditions: time 18 hour. Product: C1(=CC=CC=C1)S(=O)(=O)N1C=C(C2=CC=CC(=C12)F)C=1SC(=CC1)CN1CCCC1 (1-benzenesulfonyl-7-fluoro-3-(5-pyrrolidin-1-ylmethyl-thiophen-2-yl)-indole). RXN SMILES: [C:1]1([S:7]([N:10]2[C:18]3[C:13](=[CH:14][CH:15]=[CH:16][C:17]=3[F:19])[C:12]([C:20]3[S:24][C:23]([CH:25]=O)=[CH:22][CH:21]=3)=[CH:11]2)(=[O:9])=[O:8])[CH:6]=[CH:5][CH:4]=[CH:3][CH:2]=1.[NH:27]1[CH2:31][CH2:30][CH2:29][CH2:28]1.C([BH3-])#N.[Na+]>C(O)(=O)C>[C:1]1([S:7]([N:10]2[C:18]3[C:13](=[CH:14][CH:15]=[CH:16][C:17]=3[F:19])[C:12]([C:20]3[S:24][C:23]([CH2:25][N:27]4[CH2:31][CH2:30][CH2:29][CH2:28]4)=[CH:22][CH:21]=3)=[CH:11]2)(=[O:9])=[O:8])[CH:6]=[CH:5][CH:4]=[CH:3][CH:2]=1 |f:2.3|. Procedure: To the crude 5-(1-benzenesulfonyl-7-fluoroindol-3-yl)-thiophene-2-carboxaldehyde was sequentially added 4 Å molecular sieves (1 g), pyrrolidine (0.44 ml, 5.36 mmol), sodium cyanoborohydride (0.034 g, 0.54 mmol) and glacial acetic acid (1 drop). The resulting mixture was then stirred at room temperature for 18 h, filtered and the filter cake washed with methanol (2×30 ml) and dichloromethane (2×30 ml). The combined filtrate was concentrated in vacuo, dissolved in dichloromethane (20 ml), washed w... Starting materials: O (water), CrCl2, I/C=C/CCCCCCCC(=O)OC ((E)-methyl 10-iododec-9-enoate), C(I)(I)I (iodoform). Run in CCOCC (Et2O), C1CCOC1 (THF), O1CCOCC1 (dioxane). Reaction conditions: time 12 hour. Yields the product COC(CCCCCCCC=CI)=O (10-iodo-9-decenoate methyl ester). The yield is 62.8%. Reaction SMILES: [I:1]/[CH:2]=[CH:3]/[CH2:4][CH2:5][CH2:6][CH2:7][CH2:8][CH2:9][CH2:10][C:11]([O:13][CH3:14])=[O:12].C(I)(I)I.O>C1COCC1.O1CCOCC1.CCOCC>[CH3:14][O:13][C:11](=[O:12])[CH2:10][CH2:9][CH2:8][CH2:7][CH2:6][CH2:5][CH2:4][CH:3]=[CH:2][I:1]. Reported procedure: To a suspension of CrCl2 (454 mg, 3.75 mmol, 7.0 eq.) in THF (1.5 mL) at 23° C. was added dropwise a solution of (E)-methyl 10-iododec-9-enoate (100 mg, 0.537 mmol, 1.0 eq.) and iodoform (422 mg, 1.07 mmol, 2.0 eq.) in dioxane (9.2 mL). After stirring for 12 h, the reaction mixture was diluted with Et2O (10 mL) and poured into water (10 mL). The layers were separated and the aqueous layer was extracted with Et2O (3×15 mL). The combined organic extracts were washed with brine (10 mL), dried over ... The reactants are CCN(CC)S(F)(F)F, CC(C)(C)C(=O)OCC1OC(OCc2ccccc2)C(OC(=O)CCl)C(OC(=O)C(C)(C)C)C1O, ClCCl. The product is CC(C)(C)C(=O)OCC1OC(OCc2ccccc2)C(OC(=O)CCl)C(OC(=O)C(C)(C)C)C1F. As a reaction SMILES: [CH2:36]([N:37]([S:38]([F:39])([F:40])[F:42])[CH2:41][CH3:43])[CH3:44].[Cl:1][CH2:2][C:3](=[O:4])[O:5][CH:6]1[CH:7]([O:8][CH2:9][c:10]2[cH:11][cH:12][cH:13][cH:14][cH:15]2)[O:16][CH:17]([CH2:28][O:29][C:30]([C:31]([CH3:32])([CH3:33])[CH3:34])=[O:35])[CH:18]([OH:27])[CH:19]1[O:20][C:21]([C:22]([CH3:23])([CH3:24])[CH3:25])=[O:26].[Cl:45][CH2:46][Cl:47]>>[Cl:1][CH2:2][C:3](=[O:4])[O:5][CH:6]1[CH:7]([O:8][CH2:9][c:10]2[cH:11][cH:12][cH:13][cH:14][cH:15]2)[O:16][CH:17]([CH2:28][O:29][C:30]([C:31]([CH3:32])([CH3:33])[CH3:34])=[O:35])[CH:18]([F:42])[CH:19]1[O:20][C:21]([C:22]([CH3:23])([CH3:24])[CH3:25])=[O:26]. The reactants are NC[C@H]1N(CCC[C@H]1C)C(=O)C1=C(C=CC(=C1)C)C1=NC=CC=N1 (((2S,3R)-2-(aminomethyl)-3-methylpiperidin-1-yl)(5-methyl-2-(pyrimidin-2-yl)phenyl)methanone), BrC1=NC=C(C=C1F)Cl (2-bromo-5-chloro-3-fluoropyridine). Yields the product ClC=1C=C(C(=NC1)NC[C@H]1N(CCC[C@H]1C)C(=O)C1=C(C=CC(=C1)C)C1=NC=CC=N1)F (((2S,3R)-2-(((5-Chloro-3-fluoropyridin-2-yl)amino)methyl)-3-methylpiperidin-1-yl)(5-methyl-2-(pyrimidin-2-yl)phenyl)methanone). As a reaction SMILES: [NH2:1][CH2:2][C@@H:3]1[C@H:8]([CH3:9])[CH2:7][CH2:6][CH2:5][N:4]1[C:10]([C:12]1[CH:17]=[C:16]([CH3:18])[CH:15]=[CH:14][C:13]=1[C:19]1[N:24]=[CH:23][CH:22]=[CH:21][N:20]=1)=[O:11].Br[C:26]1[C:31]([F:32])=[CH:30][C:29]([Cl:33])=[CH:28][N:27]=1>>[Cl:33][C:29]1[CH:30]=[C:31]([F:32])[C:26]([NH:1][CH2:2][C@@H:3]2[C@H:8]([CH3:9])[CH2:7][CH2:6][CH2:5][N:4]2[C:10]([C:12]2[CH:17]=[C:16]([CH3:18])[CH:15]=[CH:14][C:13]=2[C:19]2[N:20]=[CH:21][CH:22]=[CH:23][N:24]=2)=[O:11])=[N:27][CH:28]=1. Procedure details: The title compound was prepared following the same general protocol as described for Example A44 using ((2S,3R)-2-(aminomethyl)-3-methylpiperidin-1-yl)(5-methyl-2-(pyrimidin-2-yl)phenyl)methanone and 2-bromo-5-chloro-3-fluoropyridine. MS (ESI) 454 (M+H).